From a dataset of the Open Reaction Database (ORD), a public repository of structured organic reaction records. describe an organic reaction: reactants, conditions, products, and yield Starting materials: CCOC(=O)C#CC(=O)OCC, CCO, COC(=O)c1ccc(Cl)c(N)c1. The product is CCOC(=O)C=C(Nc1cc(C(=O)OC)ccc1Cl)C(=O)OCC. Reaction SMILES: [CH2:13]([CH3:14])[O:15][C:16]([C:17]#[C:18][C:19](=[O:20])[O:21][CH2:22][CH3:23])=[O:24].[CH3:25][CH2:26][OH:27].[Cl:1][c:2]1[c:3]([NH2:12])[cH:4][c:5]([C:6](=[O:7])[O:8][CH3:9])[cH:10][cH:11]1>>[Cl:1][c:2]1[c:3]([NH:12][C:17]([C:16]([O:15][CH2:13][CH3:14])=[O:24])=[CH:18][C:19](=[O:20])[O:21][CH2:22][CH3:23])[cH:4][c:5]([C:6](=[O:7])[O:8][CH3:9])[cH:10][cH:11]1.